Dataset: the Open Reaction Database (ORD), a public repository of structured organic reaction records. Task: describe an organic reaction: reactants, conditions, products, and yield The reactants are CC(=O)O[BH-](OC(C)=O)OC(C)=O, COc1ccccc1OCCN, CC(=O)O, ClCCCl, O=C1CCC(c2c[nH]c3ccc(F)cc23)CC1, [Na+]. The product is COc1ccccc1OCCNC1CCC(c2c[nH]c3ccc(F)cc23)CC1. As a reaction SMILES: [C:30]([O:31][BH-:32]([O:33][C:34](=[O:35])[CH3:36])[O:37][C:38](=[O:39])[CH3:40])(=[O:41])[CH3:42].[CH3:18][O:19][c:20]1[c:21]([O:22][CH2:23][CH2:24][NH2:25])[cH:26][cH:27][cH:28][cH:29]1.[CH3:44][C:45](=[O:46])[OH:47].[Cl:48][CH2:49][CH2:50][Cl:51].[F:1][c:2]1[cH:3][c:4]2[c:5]([CH:11]3[CH2:12][CH2:13][C:14](=[O:17])[CH2:15][CH2:16]3)[cH:6][nH:7][c:8]2[cH:9][cH:10]1.[Na+:43]>>[F:1][c:2]1[cH:3][c:4]2[c:5]([CH:11]3[CH2:12][CH2:13][CH:14]([NH:25][CH2:24][CH2:23][O:22][c:21]4[c:20]([O:19][CH3:18])[cH:29][cH:28][cH:27][cH:26]4)[CH2:15][CH2:16]3)[cH:6][nH:7][c:8]2[cH:9][cH:10]1. The reactants are C#CCBr, C1CCOC1, COC(=O)c1cc2ccccc2cc1O, [H-], [Na+]. Product: C#CCOc1cc2ccccc2cc1C(=O)OC. RXN SMILES: [CH2:18]([C:19]#[CH:20])[Br:21].[CH2:22]1[O:23][CH2:24][CH2:25][CH2:26]1.[CH3:1][O:2][C:3](=[O:4])[c:5]1[cH:6][c:7]2[cH:8][cH:9][cH:10][cH:11][c:12]2[cH:13][c:14]1[OH:15].[H-:16].[Na+:17]>>[CH3:1][O:2][C:3](=[O:4])[c:5]1[cH:6][c:7]2[cH:8][cH:9][cH:10][cH:11][c:12]2[cH:13][c:14]1[O:15][CH2:20][C:19]#[CH:18]. Reactants: Cl (HCl), FC(C=1C=C(C=C(C1)C(F)(F)F)C#CCN1CCCCC1)(F)F (1-(3,5-bistrifluoromethylphenyl)-3-piperidinoprop-1-yne). Solvent: C(C)OCC (diethyl ether). The product is Cl.FC(C=1C=C(C=C(C1)C(F)(F)F)C#CCN1CCCCC1)(F)F (1-[3-(3,5-Bistrifluoromethylphenyl)-2-propynyl]piperidine hydrochloride). As a reaction SMILES: [ClH:1].[F:2][C:3]([F:24])([F:23])[C:4]1[CH:5]=[C:6]([C:14]#[C:15][CH2:16][N:17]2[CH2:22][CH2:21][CH2:20][CH2:19][CH2:18]2)[CH:7]=[C:8]([C:10]([F:13])([F:12])[F:11])[CH:9]=1>C(OCC)C>[ClH:1].[F:13][C:10]([F:11])([F:12])[C:8]1[CH:7]=[C:6]([C:14]#[C:15][CH2:16][N:17]2[CH2:18][CH2:19][CH2:20][CH2:21][CH2:22]2)[CH:5]=[C:4]([C:3]([F:23])([F:24])[F:2])[CH:9]=1 |f:3.4|. Procedure: An excess of dry HCl gas was passed through a solution of 1-(3,5-bistrifluoromethylphenyl)-3-piperidinoprop-1-yne (2.26 g) in dry diethyl ether (200 ml). Filtration, washing (diethyl ether) and drying of the resulting white precipitate gave 2.16 g of a fine white powder of melting point 214.5° C.